This data is from the Open Reaction Database (ORD), a public repository of structured organic reaction records. The task is: describe an organic reaction: reactants, conditions, products, and yield Reactants: CCOc1cscc1NC(=O)c1cc(F)ccc1N, O. Yields the product O=C1Nc2cscc2Nc2ccc(F)cc21. RXN SMILES: [NH2:1][c:2]1[c:3]([C:4](=[O:5])[NH:6][c:7]2[cH:8][s:9][cH:10][c:11]2[O:12][CH2:13][CH3:14])[cH:15][c:16]([F:19])[cH:17][cH:18]1.[OH2:20]>>[NH:1]1[c:2]2[c:3]([cH:15][c:16]([F:19])[cH:17][cH:18]2)[C:4](=[O:5])[NH:6][c:7]2[cH:8][s:9][cH:10][c:11]21.